describe an organic reaction: reactants, conditions, products, and yield From a dataset of the Open Reaction Database (ORD), a public repository of structured organic reaction records. Starting materials: CC1=C(C2=C(N1C)C=CC(=C2)N)Cl, CC1=NN(C=C1C=O)C2=NC(=NC=C2)Cl. Reagents/catalysts: C(=O)([O-])[O-].[K+].[K+], CC(C)C1=CC(=C(C(=C1)C(C)C)C2=CC=CC=C2P(C3CCCCC3)C4CCCCC4)C(C)C, CC(=O)O.CC(=O)O.[Pd]. Solvent: C1COCCO1. Conditions: temperature 100 celsius. The product is CC1=C(C2=C(N1C)C=CC(=C2)NC3=NC=CC(=N3)N4C=C(C(=N4)C)C=O)Cl. Yield: 64.6%. Procedure: A 40 mL scintillation vial charged with 3-chloro-1,2-dimethyl-1H-indol-5-amine (192 mg, 0.99 mmol), 1-(2-chloropyrimidin-4-yl)-3-methyl-1H-pyrazole-4-carbaldehyde (200mg, 0.90 mmol), palladium(II) acetate (10.08 mg, 0.04 mmol), dicyclohexyl(2',4',6'-triisopropyl-[1,1'-biphenyl]-2-yl)phosphine (x--phos) (42.8 mg, 0.09 mmol) and Dioxane (8mL) After being degassed by nitrogen bubbling , the reaction mixture was heated 100 °C for 6 hours. At this stage most of the starting material was consumed. The... The reactants are CC(C)(C)N(CC(=O)c1ccc(OCc2ccccc2)c2[nH]c(C(=O)O)cc12)Cc1ccccc1, CCN1CCOCC1, COC(=O)CN, CN(C)C=O, CC(C)COC(=O)Cl, Cl, Cl, C1CCOC1. The product is COC(=O)CNC(=O)c1cc2c(C(=O)CN(Cc3ccccc3)C(C)(C)C)ccc(OCc3ccccc3)c2[nH]1. RXN SMILES: [CH2:2]([c:3]1[cH:4][cH:5][cH:6][cH:7][cH:8]1)[O:9][c:10]1[cH:11][cH:12][c:13]([C:22]([CH2:23][N:24]([C:25]([CH3:26])([CH3:27])[CH3:28])[CH2:29][c:30]2[cH:31][cH:32][cH:33][cH:34][cH:35]2)=[O:36])[c:14]2[cH:15][c:16]([C:19](=[O:20])[OH:21])[nH:17][c:18]12.[CH2:37]([N:38]1[CH2:39][CH2:40][O:41][CH2:42][CH2:43]1)[CH3:44].[CH3:54][O:55][C:56]([CH2:57][NH2:58])=[O:59].[CH3:60][N:61]([CH3:62])[CH:63]=[O:64].[Cl:45][C:46]([O:47][CH2:48][CH:49]([CH3:50])[CH3:51])=[O:52].[ClH:1].[ClH:53].[O:65]1[CH2:66][CH2:67][CH2:68][CH2:69]1>>[CH2:2]([c:3]1[cH:4][cH:5][cH:6][cH:7][cH:8]1)[O:9][c:10]1[cH:11][cH:12][c:13]([C:22]([CH2:23][N:24]([C:25]([CH3:26])([CH3:27])[CH3:28])[CH2:29][c:30]2[cH:31][cH:32][cH:33][cH:34][cH:35]2)=[O:36])[c:14]2[cH:15][c:16]([C:19](=[O:21])[NH:58][CH2:57][C:56]([O:55][CH3:54])=[O:59])[nH:17][c:18]12. Reactants: ClC1=CC=C(C=C1)C1=CC=2N=CN(C(C2S1)=O)C1=CC(=C(C=C1)O)OC (6-(4-chlorophenyl)-3-(4-hydroxy-3-methoxyphenyl)thieno[3,2-d]pyrimidin-4(3H)-one), C=1(C(=CC=CC1)S(=O)(=O)OCCN(C1=CC=CC=C1)C)C (2-(methylanilino)ethyl toluenesulfonate), C([O-])([O-])=O.[Cs+].[Cs+] (cesium carbonate), solution, O.C(C)O (water ethanol). Solvent: CN(C)C=O (DMF). Reaction conditions: temperature 75 celsius. Product: ClC1=CC=C(C=C1)C1=CC=2N=CN(C(C2S1)=O)C1=CC(=C(C=C1)OCCN(C1=CC=CC=C1)C)OC (6-(4-chlorophenyl)-3-{3-methoxy-4-[2-(methylanilino)ethoxy]phenyl}thieno[3,2-d]pyrimidin-4(3H)-one). Yield: 80.0%. Reaction SMILES: [Cl:1][C:2]1[CH:7]=[CH:6][C:5]([C:8]2[S:16][C:15]3[C:14](=[O:17])[N:13]([C:18]4[CH:23]=[CH:22][C:21]([OH:24])=[C:20]([O:25][CH3:26])[CH:19]=4)[CH:12]=[N:11][C:10]=3[CH:9]=2)=[CH:4][CH:3]=1.C1(C)C(S(O[CH2:37][CH2:38][N:39]([CH3:46])[C:40]2[CH:45]=[CH:44][CH:43]=[CH:42][CH:41]=2)(=O)=O)=CC=CC=1.C(=O)([O-])[O-].[Cs+].[Cs+].O.C(O)C>CN(C=O)C>[Cl:1][C:2]1[CH:3]=[CH:4][C:5]([C:8]2[S:16][C:15]3[C:14](=[O:17])[N:13]([C:18]4[CH:23]=[CH:22][C:21]([O:24][CH2:37][CH2:38][N:39]([CH3:46])[C:40]5[CH:45]=[CH:44][CH:43]=[CH:42][CH:41]=5)=[C:20]([O:25][CH3:26])[CH:19]=4)[CH:12]=[N:11][C:10]=3[CH:9]=2)=[CH:6][CH:7]=1 |f:2.3.4,5.6|. Reported procedure: To a solution of 6-(4-chlorophenyl)-3-(4-hydroxy-3-methoxyphenyl)thieno[3,2-d]pyrimidin-4(3H)-one (96 mg, 0.25 mmol, the preparation of which may be found in Example K1) in DMF was added 2-(methylanilino)ethyl toluenesulfonate (153 mg, 0.50 mmol) and cesium carbonate (0.24 g, 0.75 mmol) and the mixture was stirred with heating at 75° C. for 12 h. The reaction was allowed to cool and a 10 mL solution of 20% water/ethanol was added. The resulting precipitate was filtered and dried in a vacuum oven... Starting materials: O(C1=CC=CC=C1)P(=O)(OC1=CC=CC=C1)OC=1[C@@H]([C@@H]2N(C1C(=O)OCC1=CC=C(C=C1)[N+](=O)[O-])C([C@@H]2[C@@H](C)O)=O)C (p-nitrobenzyl (1R,5S,6S)-2-diphenoxyphosphoryloxy-6-[(R)-1-hydroxyethyl]-1-methyl-1-carbapen- 2-em-3-carboxylate), S[C@H]1C[C@H](N(C1)C(=O)OCC1=CC=C(C=C1)[N+](=O)[O-])C1CC(NC1)=O ((2S,4S)-4-mercapto-N-(p-nitrobenzyloxycarbonyl)-2-(2-pyrrolidon-4-yl)pyrrolidine). Yields the product O[C@H](C)[C@@H]1[C@@H]2N(C(=C([C@@H]2C)S[C@H]2C[C@H](N(C2)C(=O)OCC2=CC=C(C=C2)[N+](=O)[O-])C2CC(NC2)=O)C(=O)OCC2=CC=C(C=C2)[N+](=O)[O-])C1=O (p-nitrobenzyl (1R,5S,6S)-6-[(R)-1-hydroxyethyl]-1-methyl-2-[(2S,4S)-N-(p-nitrobenzyloxycarbonyl)-2-(2-pyrrolidon-4-yl)pyrrolidin-4-ylthio]-1-carbapen-2-em-3-carboxylate). The yield is 77.1%. RXN SMILES: O(P(O[C:18]1[C@H:19]([CH3:42])[C@H:20]2[C@@H:37]([C@H:38]([OH:40])[CH3:39])[C:36](=[O:41])[N:21]2[C:22]=1[C:23]([O:25][CH2:26][C:27]1[CH:32]=[CH:31][C:30]([N+:33]([O-:35])=[O:34])=[CH:29][CH:28]=1)=[O:24])(OC1C=CC=CC=1)=O)C1C=CC=CC=1.[SH:43][C@@H:44]1[CH2:48][N:47]([C:49]([O:51][CH2:52][C:53]2[CH:58]=[CH:57][C:56]([N+:59]([O-:61])=[O:60])=[CH:55][CH:54]=2)=[O:50])[C@H:46]([CH:62]2[CH2:66][NH:65][C:64](=[O:67])[CH2:63]2)[CH2:45]1>>[OH:40][C@@H:38]([C@H:37]1[C:36](=[O:41])[N:21]2[C:22]([C:23]([O:25][CH2:26][C:27]3[CH:28]=[CH:29][C:30]([N+:33]([O-:35])=[O:34])=[CH:31][CH:32]=3)=[O:24])=[C:18]([S:43][C@@H:44]3[CH2:48][N:47]([C:49]([O:51][CH2:52][C:53]4[CH:58]=[CH:57][C:56]([N+:59]([O-:61])=[O:60])=[CH:55][CH:54]=4)=[O:50])[C@H:46]([CH:62]4[CH2:66][NH:65][C:64](=[O:67])[CH2:63]4)[CH2:45]3)[C@H:19]([CH3:42])[C@H:20]12)[CH3:39]. Procedure: The same procedure as in Example 1-1 was carried cut by using p-nitrobenzyl (1R,5S,6S)-2-diphenoxyphosphoryloxy-6-[(R)-1-hydroxyethyl]-1-methyl-1-carbapen- 2-em-3-carboxylate (6.67 g, 11.2 mmol) and (2S,4S)-4-mercapto-N-(p-nitrobenzyloxycarbonyl)-2-(2-pyrrolidon-4-yl)pyrrolidine diastereomer A (3.9 g, 10.7 mmol, compound of Reference Example 18-4) to obtain p-nitrobenzyl (1R,5S,6S)-6-[(R)-1-hydroxyethyl]-1-methyl-2-[(2S,4S)-N-(p-nitrobenzyloxycarbonyl)-2-(2-pyrrolidon-4-yl)pyrrolidin-4-ylthio]-1...